Dataset: the Open Reaction Database (ORD), a public repository of structured organic reaction records. Task: describe an organic reaction: reactants, conditions, products, and yield Reactants: CSc1ncc2c(C)c(I)c(=O)n(C3CCCC3)c2n1, ClCCl, O=S(=O)(c1ccccc1)N1OC1c1ccccc1. Product: Cc1c(I)c(=O)n(C2CCCC2)c2nc(S(C)=O)ncc12. Reaction SMILES: [CH:1]1([n:6]2[c:7](=[O:20])[c:8]([I:19])[c:9]([CH3:18])[c:10]3[c:11]2[n:12][c:13]([S:16][CH3:17])[n:14][cH:15]3)[CH2:2][CH2:3][CH2:4][CH2:5]1.[Cl:39][CH2:40][Cl:41].[c:21]1([S:22]([N:23]2[CH:24]([c:25]3[cH:26][cH:27][cH:29][cH:30][cH:31]3)[O:32]2)(=[O:28])=[O:33])[cH:34][cH:35][cH:36][cH:37][cH:38]1>>[CH:1]1([n:6]2[c:7](=[O:20])[c:8]([I:19])[c:9]([CH3:18])[c:10]3[c:11]2[n:12][c:13]([S:16]([CH3:17])=[O:28])[n:14][cH:15]3)[CH2:2][CH2:3][CH2:4][CH2:5]1. The reactants are COS(=O)(=O)[O-].CC=1N=C2N(C=CC3=CC=CC=C23)C1C[N+](C)(C)C (2-methyl-3-trimethylammoniomethylimidazo[2,1-a]isoquinoline methylsulfate), CC=1NC=CN1 (2-methylimidazole). The solvent is C(C)O (ethanol). Reaction conditions: time 4 hour. Product: CC=1N=C2N(C=CC3=CC=CC=C23)C1CC1(N=CC=N1)C (2-methyl-3-(2-methyl-1-imidazolylmethyl)imidazo[2,1-a]isoquinoline). Yield: 37.5%. As a reaction SMILES: COS([O-])(=O)=O.[CH3:7][C:8]1[N:9]=[C:10]2[C:19]3[C:14](=[CH:15][CH:16]=[CH:17][CH:18]=3)[CH:13]=[CH:12][N:11]2[C:20]=1[CH2:21][N+](C)(C)C.[CH3:26][C:27]1[NH:28][CH:29]=[CH:30][N:31]=1>C(O)C>[CH3:7][C:8]1[N:9]=[C:10]2[C:19]3[C:14](=[CH:15][CH:16]=[CH:17][CH:18]=3)[CH:13]=[CH:12][N:11]2[C:20]=1[CH2:21][C:27]1([CH3:26])[N:31]=[CH:30][CH:29]=[N:28]1 |f:0.1|. Procedure: A mixture of 2-methyl-3-trimethylammoniomethylimidazo[2,1-a]isoquinoline methylsulfate (3 g) and 2-methylimidazole (1.6 g) in ethanol (50 ml) was refluxed with stirring for 4 hours and evaporated in vacuo. To the residue was added water and the resulting precipitates were collected by filtration, dried and recrystallized from ethyl acetate to give 2-methyl-3-(2-methyl-1-imidazolylmethyl)imidazo[2,1-a]isoquinoline (0.85 g). Isolated yield 75.0%. The reactants are C1(=CC=CC2=CC=CC=C12)O (1-naphthol), C(CCC)(=O)OC[C@H]1CO1 ((R)-glycidyl butyrate). RXN SMILES: [C:1]1([OH:11])[C:10]2[C:5](=[CH:6][CH:7]=[CH:8][CH:9]=2)[CH:4]=[CH:3][CH:2]=1.[C:12]([O:17][CH2:18][C@@H:19]1[O:21][CH2:20]1)(=[O:16])[CH2:13][CH2:14][CH3:15]>[I-].C([N+](CCCC)(CCCC)CCCC)CCC.C1(C)C=CC=CC=1>[C:12]([O:17][CH2:18][C@H:19]([OH:21])[CH2:20][O:11][C:1]1[C:10]2[C:5](=[CH:6][CH:7]=[CH:8][CH:9]=2)[CH:4]=[CH:3][CH:2]=1)(=[O:16])[CH2:13][CH2:14][CH3:15] |f:2.3|. Conditions: time 4 hour. Procedure: To a solution of 144 g (1 mol) of 1-naphthol and 7.4 g (0.02 mol) of tetrabutylammonium iodide in 200 ml of toluene was added 144 g (1 mol) of (R)-glycidyl butyrate over a period of 15 min at a temperature of 120° C., and the mixture was kept at this temperature for a further 4 h. Conventional subsequent treatment of the reaction mixture gave the required compound as an oil, yield about 75%. The reagents and catalysts are [I-].C(CCC)[N+](CCCC)(CCCC)CCCC (tetrabutylammonium iodide). The product is C(CCC)(=O)OC[C@@H](COC1=CC=CC2=CC=CC=C12)O ((2R)-1-(butyryloxy)-3-(1-naphthyloxy)-2-propanol). Run in C1(=CC=CC=C1)C (toluene). The reactants are OC1=CC=CN2C1=NC(=CC2=O)C (9-hydroxy-2-methyl-4H-pyrido[1,2-a]pyrimidin-4-one), C[O-].[Na+] (sodium methoxide), BrC1=C(CBr)C=CC=C1 (o-bromobenzyl bromide). The solvent is C(C)O (ethanol), C(C)O (ethanol), C(C)O (ethanol). Yields the product BrC1=C(COC2=CC=CN3C2=NC(=CC3=O)C)C=CC=C1 (9-[(o-bromobenzyl)oxy]-2-methyl-4H-pyrido[1,2-a]-pyrimidin-4-one). As a reaction SMILES: [OH:1][C:2]1[C:7]2=[N:8][C:9]([CH3:13])=[CH:10][C:11](=[O:12])[N:6]2[CH:5]=[CH:4][CH:3]=1.C[O-].[Na+].[Br:17][C:18]1[CH:25]=[CH:24][CH:23]=[CH:22][C:19]=1[CH2:20]Br>C(O)C>[Br:17][C:18]1[CH:25]=[CH:24][CH:23]=[CH:22][C:19]=1[CH2:20][O:1][C:2]1[C:7]2=[N:8][C:9]([CH3:13])=[CH:10][C:11](=[O:12])[N:6]2[CH:5]=[CH:4][CH:3]=1 |f:1.2|. Reported procedure: To 35.2 g of 9-hydroxy-2-methyl-4H-pyrido[1,2-a]pyrimidin-4-one suspended in 100 ml of absolute ethanol is added a solution of 11.0 g of sodium methoxide in 165 ml of absolute ethanol. To this is then added 50.0 g o-bromobenzyl bromide dissolved in 25 ml of absolute ethanol. The mixture is then heated under reflux for about 6 hours and worked up to give 9-[(o-bromobenzyl)oxy]-2-methyl-4H-pyrido[1,2-a]-pyrimidin-4-one, m.p. 144°-146°, after recrystallization from ethyl acetate. The reactants are Cl.C(#N)C1(CNC1)C (3-cyano-3-methyl-azetidine hydrochloride), C1(CC1)C=1N=C2C(=NC1)N(C=C2C(=O)O)COCC[Si](C)(C)C (2-cyclopropyl-5-(2-trimethylsilanyl-ethoxymethyl)-5H-pyrrolo[2,3-b]pyrazine-7-carboxylic acid), FC(CO)(F)F (2,2,2-trifluoroethanol), N1CCCC1 (pyrrolidine), CN1N=CC(=C1)C1=CN=C2C(=N1)C(=CN2COCC[Si](C)(C)C)C(=O)O (2-(1-methyl-1H-pyrazol-4-yl)-5-((2-(trimethylsilyl)ethoxy)methyl)-5H-pyrrolo[3,2-b]pyrazine-7-carboxylic acid). Reaction SMILES: Cl.[C:2]([C:4]1([CH3:8])[CH2:7][NH:6][CH2:5]1)#[N:3].[NH:9]1CCCC1.[CH3:14][N:15]1[CH:19]=[C:18]([C:20]2[N:25]=[C:24]3[C:26]([C:37]([OH:39])=O)=[CH:27][N:28](COCC[Si](C)(C)C)[C:23]3=[N:22][CH:21]=2)[CH:17]=[N:16]1.[CH:40]1([C:43]2N=C3C(C(O)=O)=CN(COCC[Si](C)(C)C)C3=NC=2)[CH2:42][CH2:41]1.F[C:64](F)(F)[CH2:65][OH:66]>>[C:2]([C:4]1([CH3:8])[CH2:7][N:6]([C:65]([C@H:64]([NH:9][C:37]([C:26]2[C:24]3[C:23](=[N:22][CH:21]=[C:20]([C:18]4[CH:17]=[N:16][N:15]([CH3:14])[CH:19]=4)[N:25]=3)[NH:28][CH:27]=2)=[O:39])[C:40]([CH3:43])([CH3:42])[CH3:41])=[O:66])[CH2:5]1)#[N:3] |f:0.1|. Product: C(#N)C1(CN(C1)C(=O)[C@@H](C(C)(C)C)NC(=O)C1=CNC2=NC=C(N=C21)C=2C=NN(C2)C)C (2-(1-Methyl-1H-pyrazol-4-yl)-5H-pyrrolo[2,3-b]pyrazine-7-carboxylic acid [(R)-1-(3-cyano-3-methyl-azetidine-1-carbonyl)-2,2-dimethyl-propyl]-amide). Reported procedure: Prepared according to the procedure outlined in Example 1 substituting 3-cyano-3-methyl-azetidine hydrochloride for pyrrolidine and 2-(1-methyl-1H-pyrazol-4-yl)-5-((2-(trimethylsilyl)ethoxy)methyl)-5H-pyrrolo[3,2-b]pyrazine-7-carboxylic acid for 2-cyclopropyl-5-(2-trimethylsilanyl-ethoxymethyl)-5H-pyrrolo[2,3-b]pyrazine-7-carboxylic acid. N-Boc deprotection in step 2 was achieved using 2,2,2-trifluoroethanol in a microwave reactor. MS: (M+H)+=435. Reactants: N1=C(C=CC=C1)C1=CC=C(C=O)C=C1 (4-(2-pyridyl)benzaldehyde), [Br-].O1C(OCC1)C[P+](C1=CC=CC=C1)(C1=CC=CC=C1)C1=CC=CC=C1 ((1,3-dioxolan-2-ylmethyl)triphenylphosphonium bromide), COCCOCCN(CCOCCOC)CCOCCOC (tris[2-(2-methoxyethoxy)ethyl]amine), C([O-])([O-])=O.[K+].[K+] (potassium carbonate). The solvent is ClCCl (dichloromethane). The product is O1C(OCC1)C=CC1=CC=C(C=C1)C1=NC=CC=C1 (2-{4-[2-(1,3-dioxolan-2-yl)vinyl]-phenyl)pyridine). RXN SMILES: [N:1]1[CH:6]=[CH:5][CH:4]=[CH:3][C:2]=1[C:7]1[CH:14]=[CH:13][C:10]([CH:11]=O)=[CH:9][CH:8]=1.[Br-].[O:16]1[CH2:20][CH2:19][O:18][CH:17]1[CH2:21][P+](C1C=CC=CC=1)(C1C=CC=CC=1)C1C=CC=CC=1.COCCOCCN(CCOCCOC)CCOCCOC.C(=O)([O-])[O-].[K+].[K+]>ClCCl>[O:16]1[CH2:20][CH2:19][O:18][CH:17]1[CH:21]=[CH:11][C:10]1[CH:13]=[CH:14][C:7]([C:2]2[CH:3]=[CH:4][CH:5]=[CH:6][N:1]=2)=[CH:8][CH:9]=1 |f:1.2,4.5.6|. Procedure details: A mixture of 4-(2-pyridyl)benzaldehyde (6.0 g, 32.8 mmol), (1,3-dioxolan-2-ylmethyl)triphenylphosphonium bromide (18.3 g, 42.6 mmol), tris[2-(2-methoxyethoxy)ethyl]amine (13.76 g, 42.6 mmol), dichloromethane (200 mL) and saturated potassium carbonate (200 mL) was heated to reflux overnight. The reaction was cooled to rt and the product was extracted with ethyl acetate-hexanes (2×). The extracts were washed with water and brine, and concentrated to afford 2-{4-[2-(1,3-dioxolan-2-yl)vinyl]-phenyl)...